This data is from the Open Reaction Database (ORD), a public repository of structured organic reaction records. The task is: describe an organic reaction: reactants, conditions, products, and yield The reactants are [Al+3], CC(=O)OC(C)=O, N#CCCc1ccc(OC2CCc3cc(Cl)ccc32)cc1, [H-], [H-], [H-], [H-], [Li+], C1CCOC1, O. Yields the product CC(=O)NCCCc1ccc(OC2CCc3cc(Cl)ccc32)cc1. As a reaction SMILES: [Al+3:23].[CH3:29][C:30](=[O:31])[O:32][C:33](=[O:34])[CH3:35].[Cl:1][c:2]1[cH:3][c:4]2[c:8]([cH:9][cH:10]1)[CH:7]([O:11][c:12]1[cH:13][cH:14][c:15]([CH2:18][CH2:19][C:20]#[N:21])[cH:16][cH:17]1)[CH2:6][CH2:5]2.[H-:22].[H-:25].[H-:26].[H-:27].[Li+:24].[O:36]1[CH2:37][CH2:38][CH2:39][CH2:40]1.[OH2:28]>>[Cl:1][c:2]1[cH:3][c:4]2[c:8]([cH:9][cH:10]1)[CH:7]([O:11][c:12]1[cH:13][cH:14][c:15]([CH2:18][CH2:19][CH2:20][NH:21][C:30]([CH3:29])=[O:31])[cH:16][cH:17]1)[CH2:6][CH2:5]2.